The task is: describe an organic reaction: reactants, conditions, products, and yield. This data is from the Open Reaction Database (ORD), a public repository of structured organic reaction records. Starting materials: C(C)OCC (diethyl ether), FC(C(=O)O)(F)F (trifluoroacetic acid), C1(CC1)ON=C(C(=O)N[C@H]1[C@@H]2N(C(=C(CS2)C[N+]=2N(C=CC2)C)C(=O)[O-])C1=O)C=1N=C(SC1)NC=O (7β-[2-cyclopropyloxyimino-2-(2-formamidothiazol-4-yl)acetamido]-3-(2-methyl-1-pyrazolio)methyl-3-cephem-4-carboxylate), Cl (hydrochloric acid). Solvent: CO (methanol). Run at time 2 hour. Product: NC=1SC=C(N1)C(C(=O)N[C@H]1[C@@H]2N(C(=C(CS2)C[N+]=2N(C=CC2)C)C(=O)[O-])C1=O)=NOC1CC1 (7β-[2-(2-aminothiazol-4-yl)-2-(cyclopropyloxyimino)acetamido]-3-(2-methyl-1-pyrazolio)methyl-3-cephem-4-carboxylate). The yield is 30.5%. As a reaction SMILES: FC(F)(F)C(O)=O.[CH:8]1([O:11][N:12]=[C:13]([C:36]2[N:37]=[C:38]([NH:41]C=O)[S:39][CH:40]=2)[C:14]([NH:16][C@@H:17]2[C:34](=[O:35])[N:19]3[C:20]([C:31]([O-:33])=[O:32])=[C:21]([CH2:24][N+:25]4[N:26]([CH3:30])[CH:27]=[CH:28][CH:29]=4)[CH2:22][S:23][C@H:18]23)=[O:15])[CH2:10][CH2:9]1.Cl.C(OCC)C>CO>[NH2:41][C:38]1[S:39][CH:40]=[C:36]([C:13](=[N:12][O:11][CH:8]2[CH2:9][CH2:10]2)[C:14]([NH:16][C@@H:17]2[C:34](=[O:35])[N:19]3[C:20]([C:31]([O-:33])=[O:32])=[C:21]([CH2:24][N+:25]4[N:26]([CH3:30])[CH:27]=[CH:28][CH:29]=4)[CH2:22][S:23][C@H:18]23)=[O:15])[N:37]=1. Procedure details: To a solution of trifluoroacetic acid salt of 7β-[2-cyclopropyloxyimino-2-(2-formamidothiazol-4-yl)acetamido]-3-(2-methyl-1-pyrazolio)methyl-3-cephem-4-carboxylate (syn isomer, 2.35 g) in methanol (12 ml) was added conc. hydrochloric acid (0.8 ml) at ambient temperature, and the mixture was stirred at the same temperature for 2 hours. The reaction mixture was added to diethyl ether (300 ml), and the precipitates were collected by filtration. The precipitates were dissolved in water (20 ml) and t... The reactants are COC=1C=C(CC2NCCC3=C(C=CC(=C23)OC)OC)C=CC1OC (1-(3,4-Dimethoxy-benzyl)-5,8-dimethoxy-1,2,3,4-tetrahydroisoquinoline), BrCC(=O)Br (2-bromoacetyl bromide), N1=CC(=CC=C1)CN (3-picolylamine). The product is COC=1C=C(CC2N(CCC3=C(C=CC(=C23)OC)OC)CC(=O)NCC=2C=NC=CC2)C=CC1OC (2-[1-(3,4-Dimethoxy-benzyl)-5,8-dimethoxy-3,4-dihydro-1H-isoquinolin-2-yl]-N-(pyridin-3-yl-methyl)-acetamide). RXN SMILES: [CH3:1][O:2][C:3]1[CH:4]=[C:5]([CH:21]=[CH:22][C:23]=1[O:24][CH3:25])[CH2:6][CH:7]1[C:16]2[C:11](=[C:12]([O:19][CH3:20])[CH:13]=[CH:14][C:15]=2[O:17][CH3:18])[CH2:10][CH2:9][NH:8]1.Br[CH2:27][C:28](Br)=[O:29].[N:31]1[CH:36]=[CH:35][CH:34]=[C:33]([CH2:37][NH2:38])[CH:32]=1>>[CH3:1][O:2][C:3]1[CH:4]=[C:5]([CH:21]=[CH:22][C:23]=1[O:24][CH3:25])[CH2:6][CH:7]1[C:16]2[C:11](=[C:12]([O:19][CH3:20])[CH:13]=[CH:14][C:15]=2[O:17][CH3:18])[CH2:10][CH2:9][N:8]1[CH2:27][C:28]([NH:38][CH2:37][C:33]1[CH:32]=[N:31][CH:36]=[CH:35][CH:34]=1)=[O:29]. Procedure details: prepared by reaction of 1-(3,4-Dimethoxy-benzyl)-5,8-dimethoxy-1,2,3,4-tetrahydroisoquinoline and 2-bromoacetyl bromide with 3-picolylamine The reactants are FC(C1=CC=C(C=C1)CN)(F)F ((4-(trifluoromethyl)phenyl)methanamine), ClC=1C=C(C=C(C1)Cl)CN ((3,5-dichlorophenyl)-methanamine), C(C1=CC=CC=C1)(=O)NC=1C=C(C(=O)O)C=CN1 (2-benzamidoisonicotinic acid). The product is C(C1=CC=CC=C1)(=O)NC=1C=C(C(=O)NCC2=CC(=CC(=C2)Cl)Cl)C=CN1 (2-benzamido-N-(3,5-dichlorobenzyl)isonicotinamide). Yield: 41.0%. RXN SMILES: FC(F)(F)C1C=CC(CN)=CC=1.[Cl:13][C:14]1[CH:15]=[C:16]([CH2:21][NH2:22])[CH:17]=[C:18]([Cl:20])[CH:19]=1.[C:23]([NH:31][C:32]1[CH:33]=[C:34]([CH:38]=[CH:39][N:40]=1)[C:35](O)=[O:36])(=[O:30])[C:24]1[CH:29]=[CH:28][CH:27]=[CH:26][CH:25]=1>>[C:23]([NH:31][C:32]1[CH:33]=[C:34]([CH:38]=[CH:39][N:40]=1)[C:35]([NH:22][CH2:21][C:16]1[CH:15]=[C:14]([Cl:13])[CH:19]=[C:18]([Cl:20])[CH:17]=1)=[O:36])(=[O:30])[C:24]1[CH:25]=[CH:26][CH:27]=[CH:28][CH:29]=1. Procedure: Following the procedure as described in Example 1, making variations as required to replace (4-(trifluoromethyl)phenyl)methanamine with (3,5-dichlorophenyl)-methanamine to react with 2-benzamidoisonicotinic acid, 2-benzamido-N-(3,5-dichlorobenzyl)isonicotinamide was obtained as a colorless solid in 41% yield: mp 248-251° C. (dichloromethane/hexanes); 1H NMR (300 MHz, DMSO-d6) δ 11.01 (br s, 1H), 9.42 (br s, 1H), 8.63-8.54 (m, 2H), 8.06 (s, 2H), 7.60-7.39 (m, 7H), 4.53-4.51 (d, J=4.5 Hz, 2H).